From a dataset of the Open Reaction Database (ORD), a public repository of structured organic reaction records. describe an organic reaction: reactants, conditions, products, and yield Starting materials: BrBr (bromine), O (water), ClC1=C(C(=CC(=C1)C(F)(F)F)Cl)C=1NC=C(N1)C(F)(F)F (2-(2,6-dichloro-4-trifluoromethylphenyl)-4-trifluoromethylimidazole), BrBr (bromine), O (water). The solvent is C(C)(=O)O (acetic acid). Product: BrC1=C(N=C(N1)C1=C(C=C(C=C1Cl)C(F)(F)F)Cl)C(F)(F)F (5-bromo-2-(2,6-dichloro-4-trifluoromethylphenyl)-4-trifluoromethylimidazole). The yield is 70.1%. Reaction SMILES: [Cl:1][C:2]1[CH:7]=[C:6]([C:8]([F:11])([F:10])[F:9])[CH:5]=[C:4]([Cl:12])[C:3]=1[C:13]1[NH:14][CH:15]=[C:16]([C:18]([F:21])([F:20])[F:19])[N:17]=1.[Br:22]Br.O>C(O)(=O)C>[Br:22][C:15]1[NH:14][C:13]([C:3]2[C:2]([Cl:1])=[CH:7][C:6]([C:8]([F:10])([F:9])[F:11])=[CH:5][C:4]=2[Cl:12])=[N:17][C:16]=1[C:18]([F:21])([F:19])[F:20]. Procedure: A solution of 2-(2,6-dichloro-4-trifluoromethylphenyl)-4-trifluoromethylimidazole (0.7 g, 0.002 mol) and bromine (0.32 g, 0.1 ml, 0.002 mol) in glacial acetic acid (5 ml) was stirred and heated at reflux for 2 hours. The cooled suspension was poured into cold water (50 ) and the solid was filtered and washed with water. The solid was dissolved in glacial acetic acid (5 ml) and bromine (0.32 g, 0.1 ml, 0.002 mol) was added. The mixture was stirred and heated at reflux for 2 hours, cooled and pour... The reactants are [N+](=O)([O-])C=1C=CC(=NC1)C=O (5-nitropyridine-2-carboxaldehyde), C8, C(Cl)Cl.CCOC(=O)C (CH2Cl2 EtOAc). Reaction SMILES: [N+:1]([C:4]1[CH:5]=[CH:6][C:7]([CH:10]=[O:11])=[N:8][CH:9]=1)([O-:3])=[O:2].C(Cl)Cl.[CH3:15][CH2:16][O:17]C(C)=O>>[O:11]1[CH2:15][CH2:16][O:17][CH:10]1[C:7]1[CH:6]=[CH:5][C:4]([N+:1]([O-:3])=[O:2])=[CH:9][N:8]=1 |f:1.2|. Yields the product O1C(OCC1)C1=NC=C(C=C1)[N+](=O)[O-] (2-(1,3-Dioxolanyl)-5-nitropyridine). Procedure: 2-(1,3-Dioxolanyl)-5-nitropyridine was prepared from 5-nitropyridine-2-carboxaldehyde by the procedure employed for the synthesis of Example III. Yield: 2.0 g (84%); mp 104°-105° C.; TLC Rf 0.73 (CH2Cl2 /EtOAc, 1:1, v/v); 1H NMR (90 MHz, CDCl3) δ 4.10 (s, 4H, CH2CH2), 5.92 (s, 1H, 2-CH), 7.72 (d, 1H, 3-H, J3,4 =8 Hz), 8.50 (dd, 1H, 4-H, J3,4 =8 Hz, J4,6 =2 Hz), 9.42 (d, 1H, 6-H, J4,6 =2 Hz). Anal. (C8 H8N2O4) C, H, N. The solvent is O1CCOCC1 (dioxan), O1CCOCC1 (dioxan), O (water). RXN SMILES: [CH3:1][O:2][C:3]1[CH:8]=[C:7]([CH3:9])[N:6]=[C:5]([N:10](C2C=CC=CC=2)[C:11](=[O:13])[O-])[N:4]=1.[N:20]([C:23]1[CH:28]=[CH:27][C:26]([S:29]([NH2:32])(=[O:31])=[O:30])=[CH:25][CH:24]=1)=[N+:21]=[N-:22].N12CCCCC1C=NCCC2.Cl>O1CCOCC1.O>[N:20]([C:23]1[CH:28]=[CH:27][C:26]([S:29]([NH:32][C:11]([NH:10][C:5]2[N:4]=[C:3]([O:2][CH3:1])[CH:8]=[C:7]([CH3:9])[N:6]=2)=[O:13])(=[O:30])=[O:31])=[CH:25][CH:24]=1)=[N+:21]=[N-:22]. Procedure: A solution of 2.9 g of N-(4-methoxy-6-methylpyrimidin-2-yl)phenylcarbamate in 10 ml of dioxan is added dropwise at 20°-25° C. to a solution of 2 g of 4-azidophenylsulfonamide and 1.6 ml of 1,5-diazabicyclo(5,4,0)-undec-5-ene in 20 ml of dioxan and the mixture is stirred for 3 hours at the same temperature. The reaction mixture is then taken up in 200 ml of water and the aqueous mixture is then acidified with hydrochloric acid to pH 2. The precipitated product is isolated, washed with ethyl aceta... Reaction conditions: time 3 hour. Yield: 67.0%. Starting materials: Cl (hydrochloric acid), COC1=NC(=NC(=C1)C)N(C([O-])=O)C1=CC=CC=C1 (N-(4-methoxy-6-methylpyrimidin-2-yl)phenylcarbamate), N(=[N+]=[N-])C1=CC=C(C=C1)S(=O)(=O)N (4-azidophenylsulfonamide), N12CCCN=CC2CCCC1 (1,5-diazabicyclo(5,4,0)-undec-5-ene). Yields the product N(=[N+]=[N-])C1=CC=C(C=C1)S(=O)(=O)NC(=O)NC1=NC(=CC(=N1)OC)C (N-(4-azidophenylsulfonyl)-N'-(4-methoxy-6-methylpyrimidin-2-yl)urea). Reactants: CN(C)CC(O)Cc1ccccc1, CN(C)C=O, CCOC(C)=O, [H-], [I-], [Na+], [Na+], O=C(CCl)Nc1ccc(-c2nnc(CSCCOc3ccccc3)o2)cc1, C1CCOC1. Product: CN(C)CC(Cc1ccccc1)OCC(=O)Nc1ccc(-c2nnc(CSCCOc3ccccc3)o2)cc1. RXN SMILES: [CH2:3]([c:4]1[cH:5][cH:6][cH:7][cH:8][cH:9]1)[CH:10]([CH2:11][N:12]([CH3:13])[CH3:14])[OH:15].[CH3:50][N:51]([CH3:52])[CH:53]=[O:54].[CH3:55][CH2:56][O:57][C:58](=[O:59])[CH3:60].[H-:1].[I-:44].[Na+:2].[Na+:43].[O:16]([c:17]1[cH:18][cH:19][cH:20][cH:21][cH:22]1)[CH2:23][CH2:24][S:25][CH2:26][c:27]1[o:28][c:29](-[c:32]2[cH:33][cH:34][c:35]([NH:38][C:39]([CH2:40][Cl:41])=[O:42])[cH:36][cH:37]2)[n:30][n:31]1.[O:45]1[CH2:46][CH2:47][CH2:48][CH2:49]1>>[CH2:3]([c:4]1[cH:5][cH:6][cH:7][cH:8][cH:9]1)[CH:10]([CH2:11][N:12]([CH3:13])[CH3:14])[O:15][CH2:40][C:39]([NH:38][c:35]1[cH:34][cH:33][c:32](-[c:29]2[o:28][c:27]([CH2:26][S:25][CH2:24][CH2:23][O:16][c:17]3[cH:18][cH:19][cH:20][cH:21][cH:22]3)[n:31][n:30]2)[cH:37][cH:36]1)=[O:42]. The reactants are O=C(CCCCCBr)Nc1ccc(O)cc1, CCO, c1ccc(N2CCNCC2)cc1. Product: O=C(CCCCCN1CCN(c2ccccc2)CC1)Nc1ccc(O)cc1. Reaction SMILES: [Br:1][CH2:2][CH2:3][CH2:4][CH2:5][CH2:6][C:7](=[O:8])[NH:9][c:10]1[cH:11][cH:12][c:13]([OH:16])[cH:14][cH:15]1.[CH3:29][CH2:30][OH:31].[c:17]1([N:23]2[CH2:24][CH2:25][NH:26][CH2:27][CH2:28]2)[cH:18][cH:19][cH:20][cH:21][cH:22]1>>[CH2:2]([CH2:3][CH2:4][CH2:5][CH2:6][C:7](=[O:8])[NH:9][c:10]1[cH:11][cH:12][c:13]([OH:16])[cH:14][cH:15]1)[N:26]1[CH2:25][CH2:24][N:23]([c:17]2[cH:18][cH:19][cH:20][cH:21][cH:22]2)[CH2:28][CH2:27]1. Reactants: ClC=1C=C(CN2C(N(C(C3=C2NN=C3NC)=O)CCC)=O)C=CC1 (7-(3-chlorobenzyl)-3-methylamino-5-propylpyrazolo[3,4-d]pyrimidine-4,6(5H,7H)-dione), C(C)(=O)OC(C)=O (acetic anhydride). Run in N1=CC=CC=C1 (pyridine). The product is C(C)(=O)N1N=C2N(C(N(C(C2=C1NC)=O)CCC)=O)CC1=CC(=CC=C1)Cl (2-Acetyl-7-(3-chlorobenzyl)-3-methylamino-5-propyl-2H-pyrazolo[3,4-d]pyrimidine-4,6(5H,7H)-dione). Yield: 85.0%. Reaction SMILES: [Cl:1][C:2]1[CH:3]=[C:4]([CH:22]=[CH:23][CH:24]=1)[CH2:5][N:6]1[C:11]2[NH:12][N:13]=[C:14]([NH:15][CH3:16])[C:10]=2[C:9](=[O:17])[N:8]([CH2:18][CH2:19][CH3:20])[C:7]1=[O:21].[C:25](OC(=O)C)(=[O:27])[CH3:26]>N1C=CC=CC=1>[C:25]([N:13]1[C:14]([NH:15][CH3:16])=[C:10]2[C:11]([N:6]([CH2:5][C:4]3[CH:22]=[CH:23][CH:24]=[C:2]([Cl:1])[CH:3]=3)[C:7](=[O:21])[N:8]([CH2:18][CH2:19][CH3:20])[C:9]2=[O:17])=[N:12]1)(=[O:27])[CH3:26]. Procedure details: A solution of 7-(3-chlorobenzyl)-3-methylamino-5-propylpyrazolo[3,4-d]pyrimidine-4,6(5H,7H)-dione (1.0 g, 2.9 mM) and acetic anhydride (1.0 ml, 9.8 mM) in pyridine (15 ml) was stirred at 80° C. for 5 hours. The solution was concentrated to dryness and the residue was triturated with water (10 ml). Recrystallization from chloroform/ether gave colorless needles (0.95 g, 85%), m.p. 169°-171° C. Yields the product CC(C)(C)OC(=O)NC1(c2ccc(-c3c(-c4ccccc4)oc4c(N5CCOCC5)cccc4c3=O)cc2)CCC1. RXN SMILES: [C:1]([CH3:2])([CH3:3])([CH3:4])[O:5][C:6]([NH:7][C:8]1([c:12]2[cH:13][cH:14][c:15](-[c:18]3[c:19](-[c:30]4[cH:31][cH:32][cH:33][cH:34][cH:35]4)[o:20][c:21]4[c:22]([Br:29])[cH:23][cH:24][cH:25][c:26]4[c:27]3=[O:28])[cH:16][cH:17]2)[CH2:9][CH2:10][CH2:11]1)=[O:36].[C:43](=[O:44])([O-:45])[O-:46].[CH2:37]1[CH2:38][O:39][CH2:40][CH2:41][NH:42]1.[CH3:49][c:50]1[cH:51][cH:52][cH:53][cH:54][cH:55]1.[CH3:56][CH2:57][O:58][C:59]([CH3:60])=[O:61].[Cs+:47].[Cs+:48].[O:100]=[C:101]([CH:102]=[CH:103][c:104]1[cH:105][cH:106][cH:107][cH:108][cH:109]1)[CH:110]=[CH:111][c:112]1[cH:113][cH:114][cH:115][cH:116][cH:117]1.[O:64]=[C:65]([CH:66]=[CH:67][c:68]1[cH:69][cH:70][cH:71][cH:72][cH:73]1)[CH:74]=[CH:75][c:76]1[cH:77][cH:78][cH:79][cH:80][cH:81]1.[O:82]=[C:83]([CH:84]=[CH:85][c:86]1[cH:87][cH:88][cH:89][cH:90][cH:91]1)[CH:92]=[CH:93][c:94]1[cH:95][cH:96][cH:97][cH:98][cH:99]1.[Pd:62].[Pd:63]>>[C:1]([CH3:2])([CH3:3])([CH3:4])[O:5][C:6]([NH:7][C:8]1([c:12]2[cH:13][cH:14][c:15](-[c:18]3[c:19](-[c:30]4[cH:31][cH:32][cH:33][cH:34][cH:35]4)[o:20][c:21]4[c:22]([N:42]5[CH2:37][CH2:38][O:39][CH2:40][CH2:41]5)[cH:23][cH:24][cH:25][c:26]4[c:27]3=[O:28])[cH:16][cH:17]2)[CH2:9][CH2:10][CH2:11]1)=[O:36]. The reactants are CC(C)(C)OC(=O)NC1(c2ccc(-c3c(-c4ccccc4)oc4c(Br)cccc4c3=O)cc2)CCC1, O=C([O-])[O-], C1COCCN1, Cc1ccccc1, CCOC(C)=O, [Cs+], [Cs+], O=C(C=Cc1ccccc1)C=Cc1ccccc1, O=C(C=Cc1ccccc1)C=Cc1ccccc1, O=C(C=Cc1ccccc1)C=Cc1ccccc1, [Pd], [Pd].